Dataset: the Open Reaction Database (ORD), a public repository of structured organic reaction records. Task: describe an organic reaction: reactants, conditions, products, and yield Conditions: temperature 95 celsius, time 68 hour. RXN SMILES: [F:1][C:2]1[CH:7]=[C:6]([F:8])[CH:5]=[CH:4][C:3]=1[C@@:9]([OH:35])([CH2:29][N:30]1[CH:34]=[N:33][CH:32]=[N:31]1)[C@H:10]([N:12]1[CH2:16][CH2:15][N:14]([C:17]2[CH:22]=[CH:21][C:20]([N:23]3[CH:27]=[N:26][N:25]=[N:24]3)=[CH:19][CH:18]=2)[C:13]1=[O:28])[CH3:11].[C:36](=[O:48])([O:40][C@H:41]([C:43]([O:45][CH2:46][CH3:47])=[O:44])[CH3:42])[O:37][CH2:38][Cl:39]>C(#N)C>[Cl-:39].[F:1][C:2]1[CH:7]=[C:6]([F:8])[CH:5]=[CH:4][C:3]=1[C@:9]([OH:35])([C@H:10]([N:12]1[CH2:16][CH2:15][N:14]([C:17]2[CH:22]=[CH:21][C:20]([N:23]3[CH:27]=[N:26][N:25]=[N:24]3)=[CH:19][CH:18]=2)[C:13]1=[O:28])[CH3:11])[CH2:29][NH+:30]1[CH2:34][N:33]([CH2:38][O:37][C:36]([O:40][C@H:41]([C:43]([O:45][CH2:46][CH3:47])=[O:44])[CH3:42])=[O:48])[CH:32]=[N:31]1 |f:3.4|. The solvent is C(C)#N (acetonitrile). Yield: 30.5%. The product is [Cl-].FC1=C(C=CC(=C1)F)[C@@](C[NH+]1N=CN(C1)COC(=O)O[C@@H](C)C(=O)OCC)([C@@H](C)N1C(N(CC1)C1=CC=C(C=C1)N1N=NN=C1)=O)O (1-[(2R,3R)-2-(2,4-difluorophenyl)-2-hydroxy-3-[2-oxo-3-[4-(1H-tetrazol-1-yl)phenyl]-1-imidazolidinyl]butyl]-4-[[(1S)-1-ethoxycarbonylethoxy]carbonyloxymethyl]-1H-1,2,4-triazolium chloride). Reported procedure: To a mixture of 1-[(1R,2R)-2-(2,4-difluorophenyl)-2-hydroxy-1-methyl-3-(1H-1,2,4-triazol-1-yl)propyl]-3-[4-(1H-tetrazol-1-yl)phenyl]-2-imidazolidinone(0.50 g) and chloromethyl [(1S)-1-(ethoxycarbonyl)ethyl] carbonate(1.09 g) was added acetonitrile (5 ml), and the mixture was stirred for 68 hours at 95° C. The reaction mixture was concentrated under reduced pressure. To the residue was added diisopropyl ether (6 ml), and the resulting powder was collected by filtration. The powder was subjected t... Reactants: FC1=C(C=CC(=C1)F)[C@]([C@@H](C)N1C(N(CC1)C1=CC=C(C=C1)N1N=NN=C1)=O)(CN1N=CN=C1)O (1-[(1R,2R)-2-(2,4-difluorophenyl)-2-hydroxy-1-methyl-3-(1H-1,2,4-triazol-1-yl)propyl]-3-[4-(1H-tetrazol-1-yl)phenyl]-2-imidazolidinone), C(OCCl)(O[C@@H](C)C(=O)OCC)=O (chloromethyl [(1S)-1-(ethoxycarbonyl)ethyl] carbonate). Reactants: BrC1=CC(=CC2=C1NC(=N2)N2[C@@H](CN(CC2)C2=NC=CC=C2C(F)(F)F)C)C(F)(F)F (7-Bromo-2-{(2R)-2-methyl-4-[3-(trifluoromethyl)pyridin-2-yl]piperazin-1-yl}-5-(trifluoromethyl)-1H-benzoimidazole), FC=1C=C(C=C(C1F)F)B(O)O (3,4,5-trifluorophenylboronic acid). Product: C[C@H]1N(CCN(C1)C1=NC=CC=C1C(F)(F)F)C1=NC2=C(N1)C(=CC(=C2)C(F)(F)F)C2=CC(=C(C(=C2)F)F)F (2-{(2R)-2-Methyl-4-[3-(trifluoromethyl)pyridin-2-yl]piperazin-1-yl}-5-(trifluoromethyl)-7-(3,4,5-trifluorophenyl)-1H-benzoimidazole). As a reaction SMILES: Br[C:2]1[C:7]2[NH:8][C:9]([N:11]3[CH2:16][CH2:15][N:14]([C:17]4[C:22]([C:23]([F:26])([F:25])[F:24])=[CH:21][CH:20]=[CH:19][N:18]=4)[CH2:13][C@H:12]3[CH3:27])=[N:10][C:6]=2[CH:5]=[C:4]([C:28]([F:31])([F:30])[F:29])[CH:3]=1.[F:32][C:33]1[CH:34]=[C:35](B(O)O)[CH:36]=[C:37]([F:40])[C:38]=1[F:39]>>[CH3:27][C@@H:12]1[CH2:13][N:14]([C:17]2[C:22]([C:23]([F:25])([F:26])[F:24])=[CH:21][CH:20]=[CH:19][N:18]=2)[CH2:15][CH2:16][N:11]1[C:9]1[NH:8][C:7]2[C:2]([C:35]3[CH:34]=[C:33]([F:32])[C:38]([F:39])=[C:37]([F:40])[CH:36]=3)=[CH:3][C:4]([C:28]([F:31])([F:30])[F:29])=[CH:5][C:6]=2[N:10]=1. Reported procedure: 7-Bromo-2-{(2R)-2-methyl-4-[3-(trifluoromethyl)pyridin-2-yl]piperazin-1-yl}-5-(trifluoromethyl)-1H-benzoimidazole (152 mg, 0.3 mmol, Example 79) and 3,4,5-trifluorophenylboronic acid (88 mg, 0.5 mmol, Lancaster) reacted under the conditions of Example 51a to give the title compound as a white amorphous solid. MS (ESI, pos. ion) m/z: 560 (M+1).